This data is from the Open Reaction Database (ORD), a public repository of structured organic reaction records. The task is: describe an organic reaction: reactants, conditions, products, and yield Isolated yield 59.0%. The solvent is C(C)(=O)OC(C)=O (acetic anhydride), C(C)(=O)OC(C)=O (acetic anhydride). The reactants are [OH-].[Na+] (sodium hydroxide), C[Si](C)(C)C=1C(=C(C=CC1)[Si](C)(C)C)[Si](C)(C)C (tris(trimethylsilyl)benzene), [N+](=O)(O)[O-] (nitric acid). Reported procedure: To a solution of 1.18 g (4.00 mmol) of sym-tris(trimethylsilyl)benzene in 1.7 ml of acetic anhydride was added a solution of 0.4 ml (9.1 mmol) of 94% nitric acid in 1.7 ml of acetic anhydride at -10° C. The mixture was stirred at 10° to -5° C. for 2 hours and then at room temperature for 22 hours. The reaction mixture was poured into sodium hydroxide solution and the aqueous solution was extracted with methylene chloride. The extract was evaporated. The residue was purified by column chromatogra... Reaction conditions: time 2 hour. Product: [N+](=O)([O-])C1=CC(=CC(=C1)[Si](C)(C)C)[Si](C)(C)C (1-Nitro-3,5-bis(trimethylsilyl)benzene). Reaction SMILES: [CH3:1][Si:2]([C:5]1[C:6]([Si](C)(C)C)=[C:7]([Si:11]([CH3:14])([CH3:13])[CH3:12])[CH:8]=[CH:9][CH:10]=1)([CH3:4])[CH3:3].[N+:19]([O-])([OH:21])=[O:20].[OH-].[Na+]>C(OC(=O)C)(=O)C>[N+:19]([C:9]1[CH:10]=[C:5]([Si:2]([CH3:4])([CH3:3])[CH3:1])[CH:6]=[C:7]([Si:11]([CH3:14])([CH3:13])[CH3:12])[CH:8]=1)([O-:21])=[O:20] |f:2.3|. The reactants are Cl (HCl), C(=O)(OC)C=1SC=C(C1)C#CC1(CCC(CC1)=O)C1=CC(=C(C=C1)OC)OC1CCCC1 (4-(2-carbomethoxythien-4-ylethynyl)-4-(3-cyclopentyloxy-4-methoxyphenyl)cyclohexan-1-one), [OH-].[K+] (potassium hydroxide), O (water). The solvent is O1CCCC1 (tetrahydrofuran), CO (methanol). Yields the product C(=O)(O)C=1SC=C(C1)C#CC1(CCC(CC1)=O)C1=CC(=C(C=C1)OC)OC1CCCC1 (4-(2-carboxythien-4-ylethynyl)-4-(3-cyclopentyloxy-4-methoxyphenyl)cyclohexan-1-one). Yield: 95.5%. As a reaction SMILES: [C:1]([C:5]1[S:6][CH:7]=[C:8]([C:10]#[C:11][C:12]2([C:19]3[CH:24]=[CH:23][C:22]([O:25][CH3:26])=[C:21]([O:27][CH:28]4[CH2:32][CH2:31][CH2:30][CH2:29]4)[CH:20]=3)[CH2:17][CH2:16][C:15](=[O:18])[CH2:14][CH2:13]2)[CH:9]=1)([O:3]C)=[O:2].[OH-].[K+].O.Cl>O1CCCC1.CO>[C:1]([C:5]1[S:6][CH:7]=[C:8]([C:10]#[C:11][C:12]2([C:19]3[CH:24]=[CH:23][C:22]([O:25][CH3:26])=[C:21]([O:27][CH:28]4[CH2:29][CH2:30][CH2:31][CH2:32]4)[CH:20]=3)[CH2:13][CH2:14][C:15](=[O:18])[CH2:16][CH2:17]2)[CH:9]=1)([OH:3])=[O:2] |f:1.2|. Reported procedure: A solution of 4-(2-carbomethoxythien-4-ylethynyl)-4-(3-cyclopentyloxy-4-methoxyphenyl)cyclohexan-1-one (0.19 g, 0.43 mmol) and coarsely ground potassium hydroxide (0.036 g, 0.64 mmol) in tetrahydrofuran (2 mL), methanol (2 mL), and water (0.4 mL) was stirred at room temperature under an argon atmosphere for 24 h. The reaction was acidified (10% HCl), was extracted three times with 5:95 methanol:dichloromethane, was dried (magnesium sulfate) and was evaporated. Purification by flash chromatograph... The reactants are O[C@H](C=C(C)C)P(OC)(OC)=O (Dimethyl (S)-1-hydroxy-3-methyl-2-butenylphosphonate). The reagents and catalysts are [Pd] (Pd/C). Run in CO (methanol). Run at time 3 hour. Product: O[C@H](CC(C)C)P(OC)(OC)=O (dimethyl (S)-1-hydroxy-3-methylbutylphosphonate), final product. Isolated yield 98.0%. RXN SMILES: [OH:1][C@@H:2]([P:7](=[O:12])([O:10][CH3:11])[O:8][CH3:9])[CH:3]=[C:4]([CH3:6])[CH3:5]>CO.[Pd]>[OH:1][C@@H:2]([P:7](=[O:12])([O:8][CH3:9])[O:10][CH3:11])[CH2:3][CH:4]([CH3:5])[CH3:6]. Procedure details: Dimethyl (S)-1-hydroxy-3-methyl-2-butenylphosphonate obtained in Example 31 (68% e.e., 54 mg) was dissolved in 10 ml of methanol, and 10% Pd/C (16 mg) was added thereto. The mixture was stirred at room temperature for 3 hours under hydrogen atmosphere. The reaction mixture was filtered through Celite and the filter cake was washed with ethyl acetate. The solvent was distilled under reduced pressure and the residue was purified by flash column chromatography (acetone/hexane=1/4, on SiO2) to obtai... The reactants are Nc1nc(F)nc2nc(Cc3ccc4c(c3)OCO4)[nH]c12, O=C1CCC(=O)N1Br, CN(C)C=O. Yields the product Nc1nc(F)nc2nc(Cc3cc4c(cc3Br)OCO4)[nH]c12. As a reaction SMILES: [O:1]1[CH2:2][O:3][c:4]2[c:5]1[cH:6][cH:7][c:8]([CH2:10][c:11]1[n:12][c:13]3[n:14][c:15]([F:21])[n:16][c:17]([NH2:20])[c:18]3[nH:19]1)[cH:9]2.[O:22]=[C:23]1[N:24]([Br:29])[C:25](=[O:26])[CH2:27][CH2:28]1.[O:30]=[CH:31][N:32]([CH3:33])[CH3:34]>>[O:1]1[CH2:2][O:3][c:4]2[c:5]1[cH:6][c:7]([Br:29])[c:8]([CH2:10][c:11]1[n:12][c:13]3[n:14][c:15]([F:21])[n:16][c:17]([NH2:20])[c:18]3[nH:19]1)[cH:9]2. Reactants: C[Si](OC(CC1CCN(CC1)C(=O)OC(C)(C)C)=C)(C)C (tert-butyl 4-(2-(trimethylsilyloxy)allyl)piperidine-1-carboxylate), C([O-])(O)=O.[Na+] (sodium bicarbonate), BrN1C(CCC1=O)=O (1-bromopyrrolidine-2,5-dione). The solvent is C1CCOC1 (THF). Run at time 90 minute. Yields the product BrCC(CC1CCN(CC1)C(=O)OC(C)(C)C)=O (tert-butyl 4-(3-bromo-2-oxopropyl)piperidine-1-carboxylate). Isolated yield 109.7%. As a reaction SMILES: C[Si](C)(C)[O:3][C:4](=[CH2:19])[CH2:5][CH:6]1[CH2:11][CH2:10][N:9]([C:12]([O:14][C:15]([CH3:18])([CH3:17])[CH3:16])=[O:13])[CH2:8][CH2:7]1.C(=O)(O)[O-].[Na+].[Br:27]N1C(=O)CCC1=O>C1COCC1>[Br:27][CH2:3][C:4](=[O:19])[CH2:5][CH:6]1[CH2:11][CH2:10][N:9]([C:12]([O:14][C:15]([CH3:18])([CH3:17])[CH3:16])=[O:13])[CH2:8][CH2:7]1 |f:1.2|. Procedure details: To a solution of tert-butyl 4-(2-(trimethylsilyloxy)allyl)piperidine-1-carboxylate (6.43 g, 20.5 mmol) in THF (100 mL) at 0° C. was added sodium bicarbonate (2.58 g, 30.7 mmol) followed by 1-bromopyrrolidine-2,5-dione (3.65 g, 20.5 mmol). Warmed to ambient temperature and stirred 90 minutes. Partitioned between ether (150 mL) and saturated sodium bicarbonate. The aqueous layer was reextracted with ether (100 mL). The combined organic layers were washed with saturated bicarbonate, brine, dried, a...